This data is from the Open Reaction Database (ORD), a public repository of structured organic reaction records. The task is: describe an organic reaction: reactants, conditions, products, and yield Reactants: [Cl-].[Na+] (sodium chloride), ClCP(OCC)(OCC)=O (diethyl chloromethylphosphonate), C(C)(=S)[O-].[K+] (potassium thioacetate). Solvent: O (water), CN(C=O)C (N,N-dimethylformamide). Reaction conditions: temperature 100 celsius, time 3 hour. The product is C(C)(=O)SCP(=O)(OCC)OCC (S-(diethoxyphosphorylmethyl) thioacetate). RXN SMILES: Cl[CH2:2][P:3](=[O:10])([O:7][CH2:8][CH3:9])[O:4][CH2:5][CH3:6].[C:11]([O-:14])(=[S:13])[CH3:12].[K+].[Cl-].[Na+]>CN(C)C=O.O>[C:11]([S:13][CH2:2][P:3]([O:7][CH2:8][CH3:9])([O:4][CH2:5][CH3:6])=[O:10])(=[O:14])[CH3:12] |f:1.2,3.4|. Procedure: To a solution of 17.527 g (93.938 mM) of diethyl chloromethylphosphonate in 50 ml of N,N-dimethylformamide was added 12.9 g (113 mM) of potassium thioacetate and the mixture was stirred at 100° C. for 3 hours. This reaction mixture was poured in water, saturated with sodium chloride, and extracted with 4 portions of ethyl acetate. The organic layers were pooled and dried over MgSO4 and the solvent was distilled off under reduced pressure. The residue was purified by silica gel column chromatogra... The reactants are BrC=1C=C(C=NC1Cl)C(=O)O (5-bromo-6-chloro-3-pyridinecarboxylic acid), NCC(C(F)(F)F)(O)C (3-amino-1,1,1-trifluoro-2-methyl-propan-2-ol), OCC1CC1 (hydroxymethyl-cyclopropane), FC1=CC=C(C=C1)B(O)O (4-fluorophenylboronic acid). The product is C1(CC1)COC1=NC=C(C(=O)NCC(C(F)(F)F)(C)O)C=C1C1=CC=C(C=C1)F ((RS)-6-cyclopropylmethoxy-5-(4-fluoro-phenyl)-N-(3,3,3-trifluoro-2-hydroxy-2-methyl-propyl)-nicotinamide). As a reaction SMILES: Br[C:2]1[CH:3]=[C:4]([C:9]([OH:11])=O)[CH:5]=[N:6][C:7]=1Cl.[OH:12][CH2:13][CH:14]1[CH2:16][CH2:15]1.[F:17][C:18]1[CH:23]=[CH:22][C:21](B(O)O)=[CH:20][CH:19]=1.[NH2:27][CH2:28][C:29]([CH3:35])([OH:34])[C:30]([F:33])([F:32])[F:31]>>[CH:14]1([CH2:13][O:12][C:7]2[C:2]([C:21]3[CH:22]=[CH:23][C:18]([F:17])=[CH:19][CH:20]=3)=[CH:3][C:4]([C:9]([NH:27][CH2:28][C:29]([OH:34])([CH3:35])[C:30]([F:33])([F:32])[F:31])=[O:11])=[CH:5][N:6]=2)[CH2:16][CH2:15]1. Reported procedure: The title compound was synthesized in analogy to Example 75, using 5-bromo-6-chloro-3-pyridinecarboxylic acid, hydroxymethyl-cyclopropane, 4-fluorophenylboronic acid and 3-amino-1,1,1-trifluoro-2-methyl-propan-2-ol (CAS [354-68-7]) as starting materials to yield (RS)-6-cyclopropylmethoxy-5-(4-fluoro-phenyl)-N-(3,3,3-trifluoro-2-hydroxy-2-methyl-propyl)-nicotinamide. MS (ISP) 413.3 (M+H)+. The reactants are CCOC(C)=O, CS(C)=O, Cc1cc(Cl)c2cccc(O)c2n1, NCc1ccccn1. The product is Cc1cc(NCc2ccccn2)c2cccc(O)c2n1. RXN SMILES: [CH3:22][CH2:23][O:24][C:25](=[O:26])[CH3:27].[CH3:28][S:29]([CH3:30])=[O:31].[Cl:1][c:2]1[cH:3][c:4]([CH3:13])[n:5][c:6]2[c:7]([OH:12])[cH:8][cH:9][cH:10][c:11]12.[NH2:14][CH2:15][c:16]1[n:17][cH:18][cH:19][cH:20][cH:21]1>>[c:2]1([NH:14][CH2:15][c:16]2[n:17][cH:18][cH:19][cH:20][cH:21]2)[cH:3][c:4]([CH3:13])[n:5][c:6]2[c:7]([OH:12])[cH:8][cH:9][cH:10][c:11]12. Starting materials: FC1=C(C=CC(=C1)[N+](=O)[O-])N1[C@H](CN([C@@H](C1)C)C)C (racemic-1-(2-fluoro-4-nitrophenyl)-trans-2,4,5-trimethylpiperazine), C[C@@H]1N(C[C@H](NC1)C)C1=CC=C(C=C1)[N+](=O)[O-] (racemic-[trans-2,5-dimethyl-1-(4-nitrophenyl)-piperazine]). Product: CN1[C@H](CN([C@@H](C1)C)C1=CC=C(C=C1)[N+](=O)[O-])C (racemic-trans-[1,2,5-trimethyl-4-(4-nitrophenyl)piperazine]). Procedure: Crude racemic-trans-[1,2,5-trimethyl-4-(4-nitrophenyl)piperazine] (7.48 g, 111% recovery) is prepared according to the method described above for the synthesis of racemic-1-(2-fluoro-4-nitrophenyl)-trans-2,4,5-trimethylpiperazine from racemic-[trans-2,5-dimethyl-1-(4-nitrophenyl)-piperazine] (6.34 g, 25.0 mmol). LCMS-ESI (m/z): calcd for C13H19N3O2, 249; [M+H]+ found, 250. RXN SMILES: F[C:2]1[CH:7]=[C:6]([N+:8]([O-:10])=[O:9])[CH:5]=[CH:4][C:3]=1[N:11]1[CH2:16][C@@H:15]([CH3:17])[N:14]([CH3:18])[CH2:13][C@@H:12]1[CH3:19].C[C@H]1CN[C@H](C)CN1C1C=CC([N+]([O-])=O)=CC=1>>[CH3:18][N:14]1[CH2:13][C@@H:12]([CH3:19])[N:11]([C:3]2[CH:2]=[CH:7][C:6]([N+:8]([O-:10])=[O:9])=[CH:5][CH:4]=2)[CH2:16][C@@H:15]1[CH3:17]. Yield: 111.0%. Procedure: N-[2-(4-Chlorophenyl)ethyl]-N-heptylamine (0.093 g, 0.366 mmol) was dissolved in DMF (5 ml). (4-{[2-(Methoxycarbonyl)benzyl]oxy}phenyl)acetic acid (0.100 g, 0.333 mmol) was added and the mixture was cooled to 0° C. N-[(1H-1,2,3-Benzotriazol-1-yloxy)(dimethylamino)methylene]-N-methylmethanaminium tetrafluoroborate (0.118 g, 0.366 mmol) and N-ethyl-N,N-diisopropylamine (0.090 g, 0.699 mmol) were added. The solution was stirred overnight at room temperature. EtOAc (20 ml) was added and the organic ... Run in CN(C)C=O (DMF), CCOC(=O)C (EtOAc). Run at temperature 0 celsius, time 8 hour. The yield is 62.7%. Reaction SMILES: [Cl:1][C:2]1[CH:7]=[CH:6][C:5]([CH2:8][CH2:9][NH:10][CH2:11][CH2:12][CH2:13][CH2:14][CH2:15][CH2:16][CH3:17])=[CH:4][CH:3]=1.[CH3:18][O:19][C:20]([C:22]1[CH:39]=[CH:38][CH:37]=[CH:36][C:23]=1[CH2:24][O:25][C:26]1[CH:31]=[CH:30][C:29]([CH2:32][C:33]([OH:35])=O)=[CH:28][CH:27]=1)=[O:21].F[B-](F)(F)F.N1(OC(N(C)C)=[N+](C)C)C2C=CC=CC=2N=N1.C(N(C(C)C)C(C)C)C>CN(C=O)C.CCOC(C)=O>[Cl:1][C:2]1[CH:3]=[CH:4][C:5]([CH2:8][CH2:9][N:10]([CH2:11][CH2:12][CH2:13][CH2:14][CH2:15][CH2:16][CH3:17])[C:33](=[O:35])[CH2:32][C:29]2[CH:28]=[CH:27][C:26]([O:25][CH2:24][C:23]3[CH:36]=[CH:37][CH:38]=[CH:39][C:22]=3[C:20]([O:19][CH3:18])=[O:21])=[CH:31][CH:30]=2)=[CH:6][CH:7]=1 |f:2.3|. Starting materials: COC(=O)C1=C(COC2=CC=C(C=C2)CC(=O)O)C=CC=C1 ((4-{[2-(Methoxycarbonyl)benzyl]oxy}phenyl)acetic acid), ClC1=CC=C(C=C1)CCNCCCCCCC (N-[2-(4-Chlorophenyl)ethyl]-N-heptylamine), F[B-](F)(F)F.N1(N=NC2=C1C=CC=C2)OC(=[N+](C)C)N(C)C (N-[(1H-1,2,3-Benzotriazol-1-yloxy)(dimethylamino)methylene]-N-methylmethanaminium tetrafluoroborate), C(C)N(C(C)C)C(C)C (N-ethyl-N,N-diisopropylamine). Product: ClC1=CC=C(C=C1)CCN(C(CC1=CC=C(OCC2=C(C(=O)OC)C=CC=C2)C=C1)=O)CCCCCCC (methyl 2-[(4-{2-[[2-(4-chlorophenyl)ethyl](heptyl)amino]-2-oxoethyl}phenoxy)methyl]benzoate). Reactants: ON1N=NC2=C1C=CC=C2 (1-hydroxybenzotriazole), CCN=C=NCCCN(C)C.Cl (EDCI hydrochloride), CN1CCOCC1 (N-Methylmorpholine), Cl.NCCCCCCCO (7-amino-1-heptanol hydrochloride salt), C(C)(C)(C)OC(=O)N[C@@H](CC1=CNC2=CC=CC=C12)C(=O)O (N-t-butoxycarbonyl-L-tryptophan). The solvent is CN(C)C=O (DMF). Product: OCCCCCCCNC([C@@H](NC(=O)OC(C)(C)C)CC1=CNC2=CC=CC=C12)=O (N-t-butoxycarbonyl-L-tryptophan-(7-hydroxyheptyl)amide). RXN SMILES: CN1CCOCC1.Cl.[NH2:9][CH2:10][CH2:11][CH2:12][CH2:13][CH2:14][CH2:15][CH2:16][OH:17].[C:18]([O:22][C:23]([NH:25][C@H:26]([C:37](O)=[O:38])[CH2:27][C:28]1[C:36]2[C:31](=[CH:32][CH:33]=[CH:34][CH:35]=2)[NH:30][CH:29]=1)=[O:24])([CH3:21])([CH3:20])[CH3:19].ON1C2C=CC=CC=2N=N1.CCN=C=NCCCN(C)C.Cl>CN(C=O)C>[OH:17][CH2:16][CH2:15][CH2:14][CH2:13][CH2:12][CH2:11][CH2:10][NH:9][C:37](=[O:38])[C@H:26]([CH2:27][C:28]1[C:36]2[C:31](=[CH:32][CH:33]=[CH:34][CH:35]=2)[NH:30][CH:29]=1)[NH:25][C:23]([O:22][C:18]([CH3:21])([CH3:19])[CH3:20])=[O:24] |f:1.2,5.6|. Reported procedure: N-Methylmorpholine (2.2 mL, 19.7 mmol) was added dropwise at room temperature to 7-amino-1-heptanol hydrochloride salt (3.3 g, 19.7 mmol), in 50 mL of dry DMF under argon with stirring. After stirring for 5 minutes the following were added: N-t-butoxycarbonyl-L-tryptophan, (5 g, 16.45 mmol), 1-hydroxybenzotriazole, (2.52 g, 16.45 mmol) and EDCI hydrochloride (4.73 g, 24.7 mmol). The mixture was stirred for 2 hours and then the DMF removed under reduced pressure. The residue was taken up in cold ... Starting materials: [OH-].[Li+] (lithium hydroxide), COC(C1=CC(=CC=C1)NC(C1=CC(=CC=C1)COC1=C(C(=C(C=C1)C(C)=O)O)CCC)=O)=O (3-[3-(4-acetyl-3-hydroxy-2-propyl-phenoxymethyl)-benzoylamino]-benzoic acid methyl ester). Solvent: O1CCCC1 (tetrahydrofuran), O (water). Conditions: time 8 hour. Yields the product C(C)(=O)C1=C(C(=C(OCC=2C=C(C(=O)NC=3C=C(C(=O)O)C=CC3)C=CC2)C=C1)CCC)O (3-[3-(4-acetyl-3-hydroxy-2-propyl-phenoxymethyl)-benzoylamino]-benzoic acid). Isolated yield 91.8%. As a reaction SMILES: [OH-].[Li+].C[O:4][C:5](=[O:36])[C:6]1[CH:11]=[CH:10][CH:9]=[C:8]([NH:12][C:13](=[O:35])[C:14]2[CH:19]=[CH:18][CH:17]=[C:16]([CH2:20][O:21][C:22]3[CH:27]=[CH:26][C:25]([C:28](=[O:30])[CH3:29])=[C:24]([OH:31])[C:23]=3[CH2:32][CH2:33][CH3:34])[CH:15]=2)[CH:7]=1>O1CCCC1.O>[C:28]([C:25]1[CH:26]=[CH:27][C:22]([O:21][CH2:20][C:16]2[CH:15]=[C:14]([CH:19]=[CH:18][CH:17]=2)[C:13]([NH:12][C:8]2[CH:7]=[C:6]([CH:11]=[CH:10][CH:9]=2)[C:5]([OH:36])=[O:4])=[O:35])=[C:23]([CH2:32][CH2:33][CH3:34])[C:24]=1[OH:31])(=[O:30])[CH3:29] |f:0.1|. Procedure: Add 1N lithium hydroxide (30 mL) to a solution of 3-[3-(4-acetyl-3-hydroxy-2-propyl-phenoxymethyl)-benzoylamino]-benzoic acid methyl ester (4.00 g, 8.67 mmol) in tetrahydrofuran (40 mL). Stir overnight at room temperature and then dilute with water. Acidify the resulting mixture (the salt precipitated) with 1N hydrochloric acid. Concentrate to remove the organic solvents, filter and wash with water several times, then with hexanes. Dry to afford the title compound as a white powder (3.56 g, 92%)... Reactants: ON=CC1=CC=C(C=C1)NC(=O)NCC(=O)OCCC (N-[4-(hydroxyiminomethyl)phenyl]-N'-n-propoxycarbonylmethylurea), C[O-].[Na+] (sodium methoxide), C(C=CC)Br (crotyl bromide). Solvent: O (water). Yields the product N-[4-crotyloxyiminomethyl)phenyl, C(CC)OC(=O)CNC(N)=O (N'-n-propoxycarbonylmethylurea). RXN SMILES: ON=CC1C=CC([NH:10][C:11]([NH:13][CH2:14][C:15]([O:17][CH2:18][CH2:19][CH3:20])=[O:16])=[O:12])=CC=1.C[O-].[Na+].C(Br)C=CC>O>[CH2:18]([O:17][C:15]([CH2:14][NH:13][C:11](=[O:12])[NH2:10])=[O:16])[CH2:19][CH3:20] |f:1.2|. Reported procedure: A solution of N-[4-(hydroxyiminomethyl)phenyl]-N'-n-propoxycarbonylmethylurea in 25% methanolic sodium methoxide (1.0 equivalent) is treated at room temperature with 1.1 equivalent of crotyl bromide. The reaction mixture is stirred until the temperature falls to about 20° C. The reaction mixture is then poured into cold water and extracted with diethyl ether. The ether solution is dried over MgSO4 and filtered, and the solvent is removed by rotary evaporator to yield the corresponding N-[4-croty...